From a dataset of the Open Reaction Database (ORD), a public repository of structured organic reaction records. describe an organic reaction: reactants, conditions, products, and yield Reactants: c5ccc(c4ccc3oc2ccc(c1ccccc1)cc2c3c4)cc5 (substrate), Br[Mg]c1ccccc1 (effective_coupling_partner). Conditions: temperature 80 celsius, time 2 hour. Yields the product c5ccc(c4ccc(O)c(c2cc(c1ccccc1)ccc2c3ccccc3)c4)cc5. The reactants are NC1=NC2=CC=C(C=C2C(=N1)C(=O)N1CC2=CC=CC=C2C1)CC(=O)OCC (ethyl 2-[2-amino-4-(isoindoline-2-carbonyl)quinazolin-6-yl]acetate), [Cl-].[NH4+] (ammonium chloride), BrCC(C(=O)OC(C)(C)C)CBr (tert-butyl 3-bromo-2-(bromomethyl)propanoate), [H-].[Na+] (sodium hydride). Solvent: CN(C)C=O (DMF). Conditions: time 1 hour. Yields the product NC1=NC2=CC=C(C=C2C(=N1)C(=O)N1CC2=CC=CC=C2C1)C(CC(C(=O)OC(C)(C)C)=C)C(=O)OCC (O1-tert-Butyl O5-ethyl 4-[2-amino-4-(isoindoline-2-carbonyl)quinazolin-6-yl]-2-methylenepentanedioate). RXN SMILES: [NH2:1][C:2]1[N:11]=[C:10]([C:12]([N:14]2[CH2:22][C:21]3[C:16](=[CH:17][CH:18]=[CH:19][CH:20]=3)[CH2:15]2)=[O:13])[C:9]2[C:4](=[CH:5][CH:6]=[C:7]([CH2:23][C:24]([O:26][CH2:27][CH3:28])=[O:25])[CH:8]=2)[N:3]=1.Br[CH2:30][CH:31]([CH2:39]Br)[C:32]([O:34][C:35]([CH3:38])([CH3:37])[CH3:36])=[O:33].[H-].[Na+].[Cl-].[NH4+]>CN(C=O)C>[NH2:1][C:2]1[N:11]=[C:10]([C:12]([N:14]2[CH2:15][C:16]3[C:21](=[CH:20][CH:19]=[CH:18][CH:17]=3)[CH2:22]2)=[O:13])[C:9]2[C:4](=[CH:5][CH:6]=[C:7]([CH:23]([C:24]([O:26][CH2:27][CH3:28])=[O:25])[CH2:39][C:31](=[CH2:30])[C:32]([O:34][C:35]([CH3:38])([CH3:37])[CH3:36])=[O:33])[CH:8]=2)[N:3]=1 |f:2.3,4.5|. Procedure: 1 g of ethyl 2-[2-amino-4-(isoindoline-2-carbonyl)quinazolin-6-yl]acetate are suspended in 10 ml of DMF, and 1 g of tert-butyl 3-bromo-2-(bromomethyl)propanoate is added. 324 mg of sodium hydride are subsequently added with ice-cooling, and the mixture is stirred with cooling for a further 30 min. After 1 h at 23° C., the mixture is poured into 50 ml of saturated ammonium chloride solution, with a precipitate forming. This is filtered off, washed with water and dried at 50° C. for 12 h. Yield: 9... The reactants are C1(=CC=C(C=C1)NC=1N=NNC1C(=O)OCC)C (ethyl 4-(p-tolylamino)-1,2,3-triazole-5-carboxylate), [OH-].[Na+] (sodium hydroxide). Solvent: CC(=O)C.O (acetone water). Product: C1(=CC=C(C=C1)NC=1N=NNC1C(=O)O)C (4-(p-tolylamino)-1,2,3-triazole-5-carboxylic acid). The yield is 96.6%. RXN SMILES: [C:1]1([CH3:18])[CH:6]=[CH:5][C:4]([NH:7][C:8]2[N:9]=[N:10][NH:11][C:12]=2[C:13]([O:15]CC)=[O:14])=[CH:3][CH:2]=1.[OH-].[Na+]>CC(C)=O.O>[C:1]1([CH3:18])[CH:2]=[CH:3][C:4]([NH:7][C:8]2[N:9]=[N:10][NH:11][C:12]=2[C:13]([OH:15])=[O:14])=[CH:5][CH:6]=1 |f:1.2,3.4|. Reported procedure: Hydrolysis of ethyl 4-(p-tolylamino)-1,2,3-triazole-5-carboxylate (4.5 g) with aqueous sodium hydroxide as described in example 1c, afforded 3.85 g (96%) of acid of mp (acetone-water) 144° C., (Found; C, 55.32; H, 4.86; N, 25.64; C10H10N4O2 requires; C, 55.04; H, 4.62; N, 25.77%). The reactants are Cc1ccccc1CCl, CCO, CSC(=S)N1CCNCC1, [Na+], [Na+], O=C([O-])[O-]. The product is CSC(=S)N1CCN(Cc2ccccc2C)CC1. Reaction SMILES: [CH3:1][c:2]1[c:3]([CH2:4][Cl:5])[cH:6][cH:7][cH:8][cH:9]1.[CH3:26][CH2:27][OH:28].[N:10]1([C:16](=[S:17])[S:18][CH3:19])[CH2:11][CH2:12][NH:13][CH2:14][CH2:15]1.[Na+:20].[Na+:21].[O-:22][C:23](=[O:24])[O-:25]>>[CH3:1][c:2]1[c:3]([CH2:4][N:13]2[CH2:12][CH2:11][N:10]([C:16](=[S:17])[S:18][CH3:19])[CH2:15][CH2:14]2)[cH:6][cH:7][cH:8][cH:9]1. Starting materials: ClC1NC=2CC3C(C(C2C=C1)=O)CCCC3 (2-chloro-2,5a,6,7,8,9,9a,10-octahydro-1H-benzo[g]quinolin-5-one), NC1=CC=CC=C1 (aniline), CCC(C)(C)[O-].[Na+] (sodium tert-amylate). Reagents/catalysts: CC(C)([P](C(C)(C)C)([Pd][P](C(C)(C)C)(C(C)(C)C)C(C)(C)C)C(C)(C)C)C (bis(tri-tert-butylphosphine)palladium). Run in C1(=CC=CC=C1)C (toluene). Yields the product C1(=CC=CC=C1)NC1=NC=2CC3C(C(C2C=C1)=O)CCCC3 (2-Phenylamino-6,7,8,9,9a,10-hexahydro-5aH-benzo[g]quinolin-5-one). Isolated yield 6.0%. Reaction SMILES: Cl[CH:2]1[CH:11]=[CH:10][C:9]2[C:8](=[O:12])[CH:7]3[CH2:13][CH2:14][CH2:15][CH2:16][CH:6]3[CH2:5][C:4]=2[NH:3]1.[NH2:17][C:18]1[CH:23]=[CH:22][CH:21]=[CH:20][CH:19]=1.CCC([O-])(C)C.[Na+]>C1(C)C=CC=CC=1.CC(C)([P](C(C)(C)C)([Pd][P](C(C)(C)C)(C(C)(C)C)C(C)(C)C)C(C)(C)C)C>[C:18]1([NH:17][C:2]2[CH:11]=[CH:10][C:9]3[C:8](=[O:12])[CH:7]4[CH2:13][CH2:14][CH2:15][CH2:16][CH:6]4[CH2:5][C:4]=3[N:3]=2)[CH:23]=[CH:22][CH:21]=[CH:20][CH:19]=1 |f:2.3,^1:40,46|. Procedure details: To a solution of 2-chloro-2,5a,6,7,8,9,9a,10-octahydro-1H-benzo[g]quinolin-5-one (0.4 g, 1.7 mmol) and aniline (0.204 g, 2.2 mmol) in toluene (2 ml) under an argon atmosphere was added sodium tert-amylate (0.223 g, 2.2 mmol) and bis(tri-tert-butylphosphine)palladium (0.043 g, 0.085 mmol). The mixture was heated at reflux for 8 h. Then it was concentrated under reduced pressure and the residue was purified by column chromatography on silica gel to give the title compound (0.03 g, 6%) as a colorle... Starting materials: O (water), C([O-])([O-])=O.[K+].[K+] (potassium carbonate), C1(=CC=CC=C1)S (thiophenol), C(C)OC(C(CCCCCCCCCCCCBr)(Cl)Cl)=O (14-Bromo-2,2-dichlorotetradecanoic acid ethyl ester). The solvent is CN(C=O)C (dimethylformamide). Conditions: time 12 hour. Product: BrCCCCCCCCC=CC1=CC=CC=C1 (10-Bromo-1-phenyl-1-decene). The yield is 89.7%. Reaction SMILES: C(=O)([O-])[O-].[K+].[K+].[C:7]1(S)[CH:12]=[CH:11][CH:10]=[CH:9][CH:8]=1.C(OC(=O)C(Cl)(Cl)CC[CH2:21][CH2:22][CH2:23][CH2:24][CH2:25][CH2:26][CH2:27][CH2:28][CH2:29][CH2:30][Br:31])C.O>CN(C)C=O>[Br:31][CH2:30][CH2:29][CH2:28][CH2:27][CH2:26][CH2:25][CH2:24][CH2:23][CH:22]=[CH:21][C:7]1[CH:12]=[CH:11][CH:10]=[CH:9][CH:8]=1 |f:0.1.2|. Procedure: 3.46 g (25.0 mmol) potassium carbonate and 2.75 g (25.0 mmol) thiophenol were added to a solution of 10.1 g (25.0 mmol) 3 in 200 ml dimethylformamide. It was stirred for 12 h at room temperature, 300 ml water was added, it was extracted with ether, washed with water, dried over sodium sulfate and the solvent was removed on a rotary evaporator. 6.62 g (61%) 66 was obtained as a nearly colourless oil after flash chromatography of the residue (silica gel, heptane/toluene 5:1). The reactants are COC=1C=C(C=CC1OC)O (3,4-dimethoxyphenol), C1N2CN3CN1CN(C2)C3 (hexamethylenetetramine), FC(C(=O)O)(F)F (trifluoroacetic acid), Cl (hydrochloric acid). Reaction conditions: time 15 minute. Product: OC1=C(C=O)C=C(C(=C1)OC)OC (2-hydroxy-4,5-dimethoxybenzaldehyde). As a reaction SMILES: [CH3:1][O:2][C:3]1[CH:4]=[C:5]([OH:11])[CH:6]=[CH:7][C:8]=1[O:9][CH3:10].C1N2CN3CN(C2)CN1C3.Cl.FC(F)(F)[C:25](O)=[O:26]>>[OH:11][C:5]1[CH:4]=[C:3]([O:2][CH3:1])[C:8]([O:9][CH3:10])=[CH:7][C:6]=1[CH:25]=[O:26]. Reported procedure: In a 500 mL recovery flask, 5.0 g (32.4 mmol) of 3,4-dimethoxyphenol (manufactured by Tokyo Chemical Industry Co., Ltd.) and 18.2 g (130 mmol, 4.0 eq) of hexamethylenetetramine (manufactured by Tokyo Chemical Industry Co., Ltd.) were dissolved in 100 ml of trifluoroacetic acid (manufactured by Kanto Chemical Co., Inc.) and reacted at 100° C. for 24 hours. After the reaction was completed, in an ice bath, 200 ml of 1 N hydrochloric acid was added thereto and the resultant was stirred for 15 minut...